Dataset: the Open Reaction Database (ORD), a public repository of structured organic reaction records. Task: describe an organic reaction: reactants, conditions, products, and yield Procedure details: Process for the preparation of 2,4-dichlorofluorobenzene in high yield and purity without intermediate separation of the isomers formed,(1) by nitrating 1 mol of fluorobenzene to give nitrofluorobenzene using a mixture comprising 35 to 65 parts by weight of 50 to 90% strength sulfuric acid and 35 to 65 parts by weight of a nitrating acid comprising 35 to 55 parts by weight of 95 to 98% strength sulfuric acid and 45 to 65 parts by weight of 96 to 98% strength nitric acid, with the proviso that 0.... Product: C1=CC(=C(C=C1Cl)Cl)F (2,4-dichlorofluorobenzene). RXN SMILES: S(=O)(=O)(O)O.[N+]([O-])(O)=O.FC1C=CC=CC=1.[Cl:17]Cl.[N+](C1C=CC=CC=1F)([O-])=O.[Cl:29][C:30]1[C:31]([F:39])=[C:32]([N+]([O-])=O)[CH:33]=[CH:34][CH:35]=1>>[CH:33]1[C:34]([Cl:17])=[CH:35][C:30]([Cl:29])=[C:31]([F:39])[CH:32]=1. Starting materials: S(O)(O)(=O)=O (sulfuric acid), ( 2 ), ClCl (chlorine), FC1=CC=CC=C1 (fluorobenzene), ( 3 ), ClC=1C(=C(C=CC1)[N+](=O)[O-])F (chlorofluoronitrobenzene), ClCl (chlorine), [N+](=O)([O-])C1=C(C=CC=C1)F (nitrofluorobenzene), S(O)(O)(=O)=O (sulfuric acid), [N+](=O)(O)[O-] (nitric acid), ClCl (chlorine). The reactants are Cl (hydrochloric acid), FC1=C(C=C(C2=C1N=C(S2)S)F)F (4,5,7-trifluoro-2-mercaptobenzothiazole), COC(CN(C1=CC=CC=C1)C(CCl)=O)=O (N-chloroacetyl-N-phenylglycine methyl ester), C([O-])([O-])=O.[Ca+2] (calcium carbonate). Reagents/catalysts: [I-].[K+] (potassium iodide). Solvent: O (water), CS(=O)C (dimethylsulfoxide). Reaction conditions: time 1 hour. Product: COC(CN(C1=CC=CC=C1)C(CSC=1SC2=C(N1)C(=C(C=C2F)F)F)=O)=O (N-[2-(4,5,7-trifluorobenzothiazol-2-ylthio)acetyl]-N-phenylglycine methyl ester). Yield: 82.1%. RXN SMILES: [F:1][C:2]1[C:7]2[N:8]=[C:9]([SH:11])[S:10][C:6]=2[C:5]([F:12])=[CH:4][C:3]=1[F:13].[CH3:14][O:15][C:16](=[O:29])[CH2:17][N:18]([C:25](=[O:28])[CH2:26]Cl)[C:19]1[CH:24]=[CH:23][CH:22]=[CH:21][CH:20]=1.C(=O)([O-])[O-].[Ca+2].Cl>O.[I-].[K+].CS(C)=O>[CH3:14][O:15][C:16](=[O:29])[CH2:17][N:18]([C:25](=[O:28])[CH2:26][S:11][C:9]1[S:10][C:6]2[C:5]([F:12])=[CH:4][C:3]([F:13])=[C:2]([F:1])[C:7]=2[N:8]=1)[C:19]1[CH:20]=[CH:21][CH:22]=[CH:23][CH:24]=1 |f:2.3,6.7|. Procedure details: To dimethylsulfoxide (DMSO; 6 ml) was added 4,5,7-trifluoro-2-mercaptobenzothiazole (442 mg, 2 mmol), N-chloroacetyl-N-phenylglycine methyl ester (479 mg, 2 mmol), calcium carbonate (276 mg, 2 mmol) and potassium iodide (20 mg) and the mixture was stirred at room temperature for 1 hour. The resultant reaction mixture was diluted with water, acidified with 7% hydrochloric acid and extracted with ethyl acetate. The organic layer was washed with water, dried and then evaporated to yield a residue, ... Reactants: ClC=1C=C(C=CC1Cl)C1(CN(CC1)C(C1=CC(=C(C(=C1)OC)OC)OC)=O)CCN1CCC(CC1)(C(=O)N)C1=CC=CC=C1 (1-[2-[3-(3,4-Dichloro-phenyl)-1-(3,4,5-trimethoxy-benzoyl)-pyrrolidin-3-yl]-ethyl]-4-phenyl-piperidine-4-carboxylic acid amide), Cl (HCl). The solvent is ClCCl (dichloromethane), ClCCl (dichloromethane). Reaction conditions: time 1 hour. The product is Cl.ClC=1C=C(C=CC1Cl)C1(CN(CC1)C(C1=CC(=C(C(=C1)OC)OC)OC)=O)CCN1CCC(CC1)(C(=O)N)C1=CC=CC=C1 (1-[2-[3-(3,4-dichloro-phenyl)-1-(3,4,5-trimethoxy-benzoy1)-pyrrolidin-3-yl]-ethyl]-4-phenyl-piperidine-4-carboxylic acid amide hydrochloride). As a reaction SMILES: [Cl:1][C:2]1[CH:3]=[C:4]([C:9]2([CH2:28][CH2:29][N:30]3[CH2:35][CH2:34][C:33]([C:39]4[CH:44]=[CH:43][CH:42]=[CH:41][CH:40]=4)([C:36]([NH2:38])=[O:37])[CH2:32][CH2:31]3)[CH2:13][CH2:12][N:11]([C:14](=[O:27])[C:15]3[CH:20]=[C:19]([O:21][CH3:22])[C:18]([O:23][CH3:24])=[C:17]([O:25][CH3:26])[CH:16]=3)[CH2:10]2)[CH:5]=[CH:6][C:7]=1[Cl:8].Cl>ClCCl>[ClH:1].[Cl:1][C:2]1[CH:3]=[C:4]([C:9]2([CH2:28][CH2:29][N:30]3[CH2:35][CH2:34][C:33]([C:39]4[CH:44]=[CH:43][CH:42]=[CH:41][CH:40]=4)([C:36]([NH2:38])=[O:37])[CH2:32][CH2:31]3)[CH2:13][CH2:12][N:11]([C:14](=[O:27])[C:15]3[CH:20]=[C:19]([O:21][CH3:22])[C:18]([O:23][CH3:24])=[C:17]([O:25][CH3:26])[CH:16]=3)[CH2:10]2)[CH:5]=[CH:6][C:7]=1[Cl:8] |f:3.4|. Procedure details: 1-[2-[3-(3,4-Dichloro-phenyl)-1-(3,4,5-trimethoxy-benzoyl)-pyrrolidin-3-yl]-ethyl]-4-phenyl-piperidine-4-carboxylic acid amide (4.13 g, 6.45 mmol) was dissolved in dichloromethane (20 mL) and treated with a solution of dichloromethane saturated with HCl(g) (20 mL). The solution was allowed to stir for 1 h. The solution was concentrated in vacuo to obtain a residue. The residue was dried under high vacuum at 56° C. for 18 h to give the title compound: Reactants: BrC=1C=CC(=C(C1)C1=C(C#N)C=CN=C1)F (3-(5-Bromo-2-fluorophenyl)isonicotinonitrile), C(CCC)[Sn](C1=CN=C2N1C=CC(=N2)C(F)(F)F)(CCCC)CCCC (3-tributylstannyl-7-trifluoromethylimidazo[1,2-α]pyrimidine). Yields the product FC1=C(C=C(C=C1)C1=CN=C2N1C=CC(=N2)C(F)(F)F)C2=C(C#N)C=CN=C2 (3-[2-fluoro-5-(7-trifluoromethylimidazo[1,2-α]pyrimidin-3-yl)phenyl]isonicotinonitrile). As a reaction SMILES: Br[C:2]1[CH:3]=[CH:4][C:5]([F:16])=[C:6]([C:8]2[CH:15]=[N:14][CH:13]=[CH:12][C:9]=2[C:10]#[N:11])[CH:7]=1.C([Sn](CCCC)(CCCC)[C:22]1[N:26]2[CH:27]=[CH:28][C:29]([C:31]([F:34])([F:33])[F:32])=[N:30][C:25]2=[N:24][CH:23]=1)CCC>>[F:16][C:5]1[CH:4]=[CH:3][C:2]([C:22]2[N:26]3[CH:27]=[CH:28][C:29]([C:31]([F:32])([F:33])[F:34])=[N:30][C:25]3=[N:24][CH:23]=2)=[CH:7][C:6]=1[C:8]1[CH:15]=[N:14][CH:13]=[CH:12][C:9]=1[C:10]#[N:11]. Reported procedure: 3-(5-Bromo-2-fluorophenyl)isonicotinonitrile (40 mg, 0.14 mmol) was coupled to 3-tributylstannyl-7-trifluoromethylimidazo[1,2-α]pyrimidine (0.18 mmol) by the method of Example 32. Purification by chromatography on silica gel eluting with dichloromethane containing 3% methanol, then recrystallisation from toluene/isohexane, gave 3-[2-fluoro-5-(7-trifluoromethylimidazo[1,2-α]pyrimidin-3-yl)phenyl]isonicotinonitrile as a yellow solid: δH (400 MHz, CDCl3) 7.30 (1H, d, J 7), 7.51 (1H, t, J 9), 7.67-7... Starting materials: O=C([O-])[O-], CC#CC(CC(=O)OC)c1ccc(O)cc1, Cc1ccccc1CBr, CC(C)=O, [Cs+], [Cs+]. The product is CC#CC(CC(=O)OC)c1ccc(OCc2ccccc2C)cc1. As a reaction SMILES: [C:26](=[O:27])([O-:28])[O-:29].[CH3:10][O:11][C:12]([CH2:13][CH:14]([C:15]#[C:16][CH3:17])[c:18]1[cH:19][cH:20][c:21]([OH:24])[cH:22][cH:23]1)=[O:25].[CH3:1][c:2]1[c:3]([CH2:4][Br:5])[cH:6][cH:7][cH:8][cH:9]1.[CH3:32][C:33](=[O:34])[CH3:35].[Cs+:30].[Cs+:31]>>[CH3:1][c:2]1[c:3]([CH2:4][O:24][c:21]2[cH:20][cH:19][c:18]([CH:14]([CH2:13][C:12]([O:11][CH3:10])=[O:25])[C:15]#[C:16][CH3:17])[cH:23][cH:22]2)[cH:6][cH:7][cH:8][cH:9]1.